From a dataset of the Open Reaction Database (ORD), a public repository of structured organic reaction records. describe an organic reaction: reactants, conditions, products, and yield Reactants: COC(=O)c1ccc(NC(=O)c2ccc(C#N)cc2)cc1, CCO, NN, O. Yields the product N#Cc1ccc(C(=O)Nc2ccc(C(=O)NN)cc2)cc1. RXN SMILES: [C:1](#[N:2])[c:3]1[cH:4][cH:5][c:6]([C:7](=[O:8])[NH:9][c:10]2[cH:11][cH:12][c:13]([C:14](=[O:15])[O:16][CH3:17])[cH:18][cH:19]2)[cH:20][cH:21]1.[CH3:25][CH2:26][OH:27].[NH2:23][NH2:24].[OH2:22]>>[C:1](#[N:2])[c:3]1[cH:4][cH:5][c:6]([C:7](=[O:8])[NH:9][c:10]2[cH:11][cH:12][c:13]([C:14](=[O:15])[NH:23][NH2:24])[cH:18][cH:19]2)[cH:20][cH:21]1.